From a dataset of the Open Reaction Database (ORD), a public repository of structured organic reaction records. describe an organic reaction: reactants, conditions, products, and yield Reactants: ClC1=CC=CC(=C1CBr)Br (6-chloro-alpha,2-dibromotoluene), [C-]#N.[K+] (potassium cyanide). Run in C(C)O (ethanol), O (water), O (water). The product is BrC1=C(C(=CC=C1)Cl)CC#N (2-bromo-6-chlorophenylacetonitrile). The yield is 52.3%. As a reaction SMILES: [Cl:1][C:2]1[C:7]([CH2:8]Br)=[C:6]([Br:10])[CH:5]=[CH:4][CH:3]=1.[C-:11]#[N:12].[K+]>C(O)C.O>[Br:10][C:6]1[CH:5]=[CH:4][CH:3]=[C:2]([Cl:1])[C:7]=1[CH2:8][C:11]#[N:12] |f:1.2|. Procedure: A solution of 31.3 g of the crude 6-chloro-alpha,2-dibromotoluene in 100 ml of warm ethanol is treated with a solution of 6.7 g of potassium cyanide in 10 ml of water and the mixture is heated at reflux for 4 hours. The crude product is isolated by pouring the cooled reaction mixture into water and filtering the resulting precipitate. Recrystallization of this solid from aqueous ethanol then gives 12.4 g of 2-bromo-6-chlorophenylacetonitrile, mp 82°-84° C.